Task: describe an organic reaction: reactants, conditions, products, and yield. Dataset: the Open Reaction Database (ORD), a public repository of structured organic reaction records Reactants: CCO, I, Nc1ccc(C(=O)O)cc1, [Na+], C1COCCO1, O=C([O-])O, S=C=S. The product is O=C(O)c1ccc(N=C=S)cc1. Reaction SMILES: [CH3:20][CH2:21][OH:22].[I:19].[NH2:1][c:2]1[cH:3][cH:4][c:5]([C:8]([OH:9])=[O:10])[cH:6][cH:7]1.[Na+:11].[O:23]1[CH2:24][CH2:25][O:26][CH2:27][CH2:28]1.[OH:12][C:13](=[O:14])[O-:15].[S:16]=[C:17]=[S:18]>>[N:1]([c:2]1[cH:3][cH:4][c:5]([C:8]([OH:9])=[O:10])[cH:6][cH:7]1)=[C:17]=[S:16]. Starting materials: CN(CCCN(C(=O)OC(C)(C)C)C)C=1NC2=C(N1)C=CC=C2 (N-methyl-N-(benzimidazol-2-yl)-N'-methyl-N'-t-butoxycarbonyl-1,3-propylenediamine), CN(C=O)C (dimethylformamide), FC1=CC=C(CCl)C=C1 (4-fluorobenzyl chloride), C([O-])([O-])=O.[K+].[K+] (potassium carbonate). Solvent: O (water). The product is CN(CCCN(C(=O)OC(C)(C)C)C)C1=NC2=C(N1CC1=CC=C(C=C1)F)C=CC=C2 (N-methyl-N-(1-(4-fluorobenzyl)benzimidazol-2-yl)-N'-methyl-N'-t-butoxycarbonyl-1,3-propylenediamine). Reaction SMILES: [CH3:1][N:2]([C:15]1[NH:16][C:17]2[CH:23]=[CH:22][CH:21]=[CH:20][C:18]=2[N:19]=1)[CH2:3][CH2:4][CH2:5][N:6]([CH3:14])[C:7]([O:9][C:10]([CH3:13])([CH3:12])[CH3:11])=[O:8].[F:24][C:25]1[CH:32]=[CH:31][C:28]([CH2:29]Cl)=[CH:27][CH:26]=1.C(=O)([O-])[O-].[K+].[K+].CN(C)C=O>O>[CH3:1][N:2]([C:15]1[N:16]([CH2:29][C:28]2[CH:31]=[CH:32][C:25]([F:24])=[CH:26][CH:27]=2)[C:17]2[CH:23]=[CH:22][CH:21]=[CH:20][C:18]=2[N:19]=1)[CH2:3][CH2:4][CH2:5][N:6]([CH3:14])[C:7]([O:9][C:10]([CH3:13])([CH3:12])[CH3:11])=[O:8] |f:2.3.4|. Procedure details: A solution comprising 1.0 g of N-methyl-N-(benzimidazol-2-yl)-N'-methyl-N'-t-butoxycarbonyl-1,3-propylenediamine, 540 mg of 4-fluorobenzyl chloride, 3 g of potassium carbonate and 20 ml of dimethylformamide, was reacted at room temperature overnight under a stirring condition. Further, it was reacted at a temperature of from 50 to 60° C. for 10 hours. Then, 50 ml of water was added thereto, and the mixture was extracted with ethyl acetate. The extract was dried over anhydrous sodium sulfate (30 ...